This data is from the Open Reaction Database (ORD), a public repository of structured organic reaction records. The task is: describe an organic reaction: reactants, conditions, products, and yield The reactants are CC(CC1CC(CCC1)=O)C (3-(2-methylpropyl)cyclohexanone), C[Mg]I (methyl magnesium iodide). Solvent: CCOCC (ether), CCOCC (ether). Yields the product CC1(CC(CCC1)CC(C)C)O (1-methyl-3-(2-methypropyl)cyclohexan-1-ol). Isolated yield 62.0%. As a reaction SMILES: [CH3:1][CH:2]([CH3:11])[CH2:3][CH:4]1[CH2:9][CH2:8][CH2:7][C:6](=[O:10])[CH2:5]1.[CH3:12][Mg]I>CCOCC>[CH3:12][C:6]1([OH:10])[CH2:7][CH2:8][CH2:9][CH:4]([CH2:3][CH:2]([CH3:11])[CH3:1])[CH2:5]1. Reported procedure: A solution of 62.7 g (0.407 mol) of the distilled ketone in 200 ml ether was added dropwise to a stirred solution of 0.6 mol methyl magnesium iodide in 200 ml ether at such a rate that the reaction mixture was allowed gradually to reach and then maintain a steady reflux. When the addition was complete heat was applied to maintain reflux for a further 30 minutes. Thereafter the reaction mixture was quenched with 1.01 of water and the resulting precipitate in the aqueous phase dissolved by the add...